This data is from the Open Reaction Database (ORD), a public repository of structured organic reaction records. The task is: describe an organic reaction: reactants, conditions, products, and yield Starting materials: O1CCCC1 (tetrahydrofuran), CO\N=C(/COC1=CC=C(COC2=CC=C(C=C2)C=2C(=NOC2CC(=O)OC)C)C=C1)\C1=CC=CC=C1 (Methyl (4-{4-[(4-{[(2Z)-2-(methoxyimino)-2-phenylethyl]oxy}benzyl)oxy]phenyl}-3-methyl-1,2-oxazol-5-yl)acetate), CO (methanol), [OH-].[Li+] (lithium hydroxide). The solvent is O (water). Conditions: time 8 hour. Yields the product CO\N=C(/COC1=CC=C(COC2=CC=C(C=C2)C=2C(=NOC2CC(=O)O)C)C=C1)\C1=CC=CC=C1 ((4-{4-[(4-{[(2Z)-2-(Methoxyimino)-2-phenylethyl]oxy}benzyl)oxy]phenyl}-3-methyl-1,2-oxazol-5-yl)acetic acid). The yield is 70.0%. RXN SMILES: O1CCCC1.[CH3:6][O:7]/[N:8]=[C:9](/[C:37]1[CH:42]=[CH:41][CH:40]=[CH:39][CH:38]=1)\[CH2:10][O:11][C:12]1[CH:36]=[CH:35][C:15]([CH2:16][O:17][C:18]2[CH:23]=[CH:22][C:21]([C:24]3[C:25]([CH3:34])=[N:26][O:27][C:28]=3[CH2:29][C:30]([O:32]C)=[O:31])=[CH:20][CH:19]=2)=[CH:14][CH:13]=1.CO.[OH-].[Li+]>O>[CH3:6][O:7]/[N:8]=[C:9](/[C:37]1[CH:38]=[CH:39][CH:40]=[CH:41][CH:42]=1)\[CH2:10][O:11][C:12]1[CH:36]=[CH:35][C:15]([CH2:16][O:17][C:18]2[CH:19]=[CH:20][C:21]([C:24]3[C:25]([CH3:34])=[N:26][O:27][C:28]=3[CH2:29][C:30]([OH:32])=[O:31])=[CH:22][CH:23]=2)=[CH:14][CH:13]=1 |f:3.4|. Procedure details: To a 25 mL RB flask fitted with magnetic stirrer was charged with tetrahydrofuran (5 mL). To the stirred solvent were added Methyl (4-{4-[(4-{[(2Z)-2-(methoxyimino)-2-phenylethyl]oxy}benzyl)oxy]phenyl}-3-methyl-1,2-oxazol-5-yl)acetate (0.47 g, 0.94 mmol), methanol (3 mL) and lithium hydroxide (0.07 g, 0.94 mmol) in water (3 mL). After addition, the reaction mixture was stirred at room temperature overnight. The reaction mixture was concentrated to distill off the solvent; the crude was washed wi... Reactants: [Br-], C1CCOC1, CS(=O)(=O)Cc1ccc(Oc2ccc(C#N)c(C#N)c2)cc1, [Li+]. Product: N#Cc1ccc(Oc2ccc(CBr)cc2)cc1C#N. Reaction SMILES: [Br-:23].[CH2:25]1[O:26][CH2:27][CH2:28][CH2:29]1.[CH3:1][S:2](=[O:3])(=[O:4])[CH2:5][c:6]1[cH:7][cH:8][c:9]([O:10][c:11]2[cH:12][c:13]([C:19]#[N:20])[c:14]([C:15]#[N:16])[cH:17][cH:18]2)[cH:21][cH:22]1.[Li+:24]>>[CH2:5]([c:6]1[cH:7][cH:8][c:9]([O:10][c:11]2[cH:12][c:13]([C:19]#[N:20])[c:14]([C:15]#[N:16])[cH:17][cH:18]2)[cH:21][cH:22]1)[Br:23].